From a dataset of the Open Reaction Database (ORD), a public repository of structured organic reaction records. describe an organic reaction: reactants, conditions, products, and yield Reactants: O=C([O-])[O-], CN(C)C=O, COc1ccc(CN(C)S(=O)(=O)c2ccc(Cl)cn2)cc1, [K+], [K+], O, COCC(C)Oc1cc(O)cc(-c2ccc(C3=NCC(CO)O3)[nH]2)c1. Product: COCC(C)Oc1cc(Oc2ccc(S(=O)(=O)N(C)Cc3ccc(OC)cc3)nc2)cc(-c2ccc(C3=NCC(CO)O3)[nH]2)c1. RXN SMILES: [C:47](=[O:48])([O-:49])[O-:50].[CH3:54][N:55]([CH3:56])[CH:57]=[O:58].[Cl:1][c:2]1[cH:3][cH:4][c:5]([S:8](=[O:9])(=[O:10])[N:11]([CH3:12])[CH2:13][c:14]2[cH:15][cH:16][c:17]([O:20][CH3:21])[cH:18][cH:19]2)[n:6][cH:7]1.[K+:51].[K+:52].[OH2:53].[OH:22][CH2:23][CH:24]1[CH2:25][N:26]=[C:27]([c:29]2[cH:30][cH:31][c:32](-[c:34]3[cH:35][c:36]([OH:46])[cH:37][c:38]([O:40][CH:41]([CH2:42][O:43][CH3:44])[CH3:45])[cH:39]3)[nH:33]2)[O:28]1>>[c:2]1([O:46][c:36]2[cH:35][c:34](-[c:32]3[cH:31][cH:30][c:29]([C:27]4=[N:26][CH2:25][CH:24]([CH2:23][OH:22])[O:28]4)[nH:33]3)[cH:39][c:38]([O:40][CH:41]([CH2:42][O:43][CH3:44])[CH3:45])[cH:37]2)[cH:3][cH:4][c:5]([S:8](=[O:9])(=[O:10])[N:11]([CH3:12])[CH2:13][c:14]2[cH:15][cH:16][c:17]([O:20][CH3:21])[cH:18][cH:19]2)[n:6][cH:7]1. The reactants are COC(=O)c1ccc(CN2CCCC2CN(C)Cc2ccc(Oc3ccc(Br)cc3)cc2)cc1, C1CCOC1, CO, [Li+], [OH-]. Product: CN(Cc1ccc(Oc2ccc(Br)cc2)cc1)CC1CCCN1Cc1ccc(C(=O)O)cc1. Reaction SMILES: [Br:1][c:2]1[cH:3][cH:4][c:5]([O:6][c:7]2[cH:8][cH:9][c:10]([CH2:13][N:14]([CH3:15])[CH2:16][CH:17]3[N:18]([CH2:22][c:23]4[cH:24][cH:25][c:26]([C:27](=[O:28])[O:29][CH3:30])[cH:31][cH:32]4)[CH2:19][CH2:20][CH2:21]3)[cH:11][cH:12]2)[cH:33][cH:34]1.[CH2:37]1[O:38][CH2:39][CH2:40][CH2:41]1.[CH3:42][OH:43].[Li+:35].[OH-:36]>>[Br:1][c:2]1[cH:3][cH:4][c:5]([O:6][c:7]2[cH:8][cH:9][c:10]([CH2:13][N:14]([CH3:15])[CH2:16][CH:17]3[N:18]([CH2:22][c:23]4[cH:24][cH:25][c:26]([C:27](=[O:28])[OH:29])[cH:31][cH:32]4)[CH2:19][CH2:20][CH2:21]3)[cH:11][cH:12]2)[cH:33][cH:34]1. Starting materials: COC(=O)c1ccccc1CN(C(C)=O)c1ccccc1Oc1ccccc1, CO, [K+], [OH-]. Yields the product CC(=O)N(Cc1ccccc1C(=O)O)c1ccccc1Oc1ccccc1. As a reaction SMILES: [C:3]([CH3:4])(=[O:5])[N:6]([c:7]1[c:8]([O:13][c:14]2[cH:15][cH:16][cH:17][cH:18][cH:19]2)[cH:9][cH:10][cH:11][cH:12]1)[CH2:20][c:21]1[c:22]([C:27](=[O:28])[O:29][CH3:30])[cH:23][cH:24][cH:25][cH:26]1.[CH3:31][OH:32].[K+:2].[OH-:1]>>[C:3]([CH3:4])(=[O:5])[N:6]([c:7]1[c:8]([O:13][c:14]2[cH:15][cH:16][cH:17][cH:18][cH:19]2)[cH:9][cH:10][cH:11][cH:12]1)[CH2:20][c:21]1[c:22]([C:27](=[O:28])[OH:29])[cH:23][cH:24][cH:25][cH:26]1. Starting materials: C(C1=CC=CC=C1)OC(=O)N[C@H]([C@H]1CO1)CC1=CC=CC=C1 (N-benzyloxycarbonyl 3(S)-amino-1,2-(S)-epoxy-4-phenylbutane), C(CCC)N (n-butylamine). Yields the product C(C1=CC=CC=C1)OC(=O)N[C@H]([C@@H](CNCCCC)O)CC1=CC=CC=C1 (N-[3(S)-benzyloxycarbonylamino-2(R)-hydroxy-4-phenylbutyl]-N-butylamine). Yield: 81.0%. Reaction SMILES: [CH2:1]([O:8][C:9]([NH:11][C@@H:12]([CH2:16][C:17]1[CH:22]=[CH:21][CH:20]=[CH:19][CH:18]=1)[C@@H:13]1[O:15][CH2:14]1)=[O:10])[C:2]1[CH:7]=[CH:6][CH:5]=[CH:4][CH:3]=1.[CH2:23]([NH2:27])[CH2:24][CH2:25][CH3:26]>>[CH2:1]([O:8][C:9]([NH:11][C@@H:12]([CH2:16][C:17]1[CH:22]=[CH:21][CH:20]=[CH:19][CH:18]=1)[C@H:13]([OH:15])[CH2:14][NH:27][CH2:23][CH2:24][CH2:25][CH3:26])=[O:10])[C:2]1[CH:7]=[CH:6][CH:5]=[CH:4][CH:3]=1. Reported procedure: From the reaction of (1.48 g, 5.0 mmol) of N-benzyloxycarbonyl 3(S)-amino-1,2-(S)-epoxy-4-phenylbutane and (7.314 g, 100.0 mmol) of n-butylamine, one obtains 1.50 g (80%) of N-[3(S)-benzyloxycarbonylamino-2(R)-hydroxy-4-phenylbutyl]-N-butylamine, mp 125-128° C., FAB MS, Spectrum: MH+=371.